Dataset: the Open Reaction Database (ORD), a public repository of structured organic reaction records. Task: describe an organic reaction: reactants, conditions, products, and yield Starting materials: CN1C(=NCC1)SC (1-methyl-2-methylsulfanyl-4,5-dihydro-1H-imidazole), CNN (methyl hydrazine). Product: CN(N)C=1N(CCN1)C (N-Methyl-N-(1-methyl-4,5-dihydro-1H-imidazol-2-yl)-hydrazine). Reaction SMILES: [CH3:1][N:2]1[CH2:6][CH2:5][N:4]=[C:3]1SC.[CH3:9][NH:10][NH2:11]>>[CH3:9][N:10]([C:3]1[N:2]([CH3:1])[CH2:6][CH2:5][N:4]=1)[NH2:11]. Reported procedure: N-Methyl-N-(1-methyl-4,5-dihydro-1H-imidazol-2-yl)-hydrazine is prepared according to Step B of Example 25 using 1-methyl-2-methylsulfanyl-4,5-dihydro-1H-imidazole and methyl hydrazine.